From a dataset of the Open Reaction Database (ORD), a public repository of structured organic reaction records. describe an organic reaction: reactants, conditions, products, and yield Reactants: O=C([O-])[O-], C=CCc1ccc(Oc2ccc(C(=O)OCC)cc2)cc1O, CCCCCCCCCCI, [K+], [K+]. The product is C=CCc1ccc(Oc2ccc(C(=O)OCC)cc2)cc1OCCCCCCCCCC. As a reaction SMILES: [C:34](=[O:35])([O-:36])[O-:37].[CH2:1]([CH3:2])[O:3][C:4]([c:5]1[cH:6][cH:7][c:8]([O:11][c:12]2[cH:13][c:14]([OH:21])[c:15]([CH2:18][CH:19]=[CH2:20])[cH:16][cH:17]2)[cH:9][cH:10]1)=[O:22].[CH2:23]([CH2:24][CH2:25][CH2:26][CH2:27][CH2:28][CH2:29][CH2:30][CH2:31][CH3:32])[I:33].[K+:38].[K+:39]>>[CH2:1]([CH3:2])[O:3][C:4]([c:5]1[cH:6][cH:7][c:8]([O:11][c:12]2[cH:13][c:14]([O:21][CH2:23][CH2:24][CH2:25][CH2:26][CH2:27][CH2:28][CH2:29][CH2:30][CH2:31][CH3:32])[c:15]([CH2:18][CH:19]=[CH2:20])[cH:16][cH:17]2)[cH:9][cH:10]1)=[O:22]. The reactants are ClC1=NC2=C(C=CC=C2C=C1C=O)C (2-chloro-8-methylquinoline-3-carbaldehyde), FC1=C(C(=CC=C1)OC)B(O)O (2-fluoro-6-methoxyphenylboronic acid), C([O-])([O-])=O.[Na+].[Na+] (sodium carbonate). The reagents and catalysts are C=1C=CC(=CC1)[P](C=2C=CC=CC2)(C=3C=CC=CC3)[Pd]([P](C=4C=CC=CC4)(C=5C=CC=CC5)C=6C=CC=CC6)([P](C=7C=CC=CC7)(C=8C=CC=CC8)C=9C=CC=CC9)[P](C=1C=CC=CC1)(C=1C=CC=CC1)C=1C=CC=CC1 (tetrakis(triphenylphosphine)palladium). Run in CC#N (MeCN), O (water). The product is FC1=C(C(=CC=C1)OC)C1=NC2=C(C=CC=C2C=C1C=O)C (2-(2-fluoro-6-methoxyphenyl)-8-methylquinoline-3-carbaldehyde). As a reaction SMILES: Cl[C:2]1[C:11]([CH:12]=[O:13])=[CH:10][C:9]2[C:4](=[C:5]([CH3:14])[CH:6]=[CH:7][CH:8]=2)[N:3]=1.[F:15][C:16]1[CH:21]=[CH:20][CH:19]=[C:18]([O:22][CH3:23])[C:17]=1B(O)O.C(=O)([O-])[O-].[Na+].[Na+]>CC#N.O.C1C=CC([P]([Pd]([P](C2C=CC=CC=2)(C2C=CC=CC=2)C2C=CC=CC=2)([P](C2C=CC=CC=2)(C2C=CC=CC=2)C2C=CC=CC=2)[P](C2C=CC=CC=2)(C2C=CC=CC=2)C2C=CC=CC=2)(C2C=CC=CC=2)C2C=CC=CC=2)=CC=1>[F:15][C:16]1[CH:21]=[CH:20][CH:19]=[C:18]([O:22][CH3:23])[C:17]=1[C:2]1[C:11]([CH:12]=[O:13])=[CH:10][C:9]2[C:4](=[C:5]([CH3:14])[CH:6]=[CH:7][CH:8]=2)[N:3]=1 |f:2.3.4,^1:40,42,61,80|. Reported procedure: Prepared according to Procedure A using 2-chloro-8-methylquinoline-3-carbaldehyde (1.07 g, 5.21 mmol), 2-fluoro-6-methoxyphenylboronic acid (0.9738 g, 5.73 mmol, 1.1 eq), tetrakis(triphenylphosphine)palladium (0.3011 g, 5% mmol), and sodium carbonate (2.76 g, 26.1 mol, 5 eq) in MeCN (37.5 mL) and water (12.5 mL). After purification, 2-(2-fluoro-6-methoxyphenyl)-8-methylquinoline-3-carbaldehyde was obtained as white solid. 1H NMR (DMSO-d6) δ ppm 9.88 (1H, s), 8.95 (1H, s), 8.10 (1H, d, J=8.1 Hz),... Reactants: CCCCO, CCN(C(C)C)C(C)C, Cc1nc(Cl)nc(Nc2cc(C3CC3)[nH]n2)c1[N+](=O)[O-], NC(CO)c1ccc(F)cc1. The product is Cc1nc(NC(CO)c2ccc(F)cc2)nc(Nc2cc(C3CC3)[nH]n2)c1[N+](=O)[O-]. As a reaction SMILES: [CH2:41]([OH:42])[CH2:43][CH2:44][CH3:45].[CH:21]([N:22]([CH2:23][CH3:24])[CH:25]([CH3:26])[CH3:27])([CH3:28])[CH3:29].[Cl:1][c:2]1[n:3][c:4]([CH3:20])[c:5]([N+:17](=[O:18])[O-:19])[c:6]([NH:8][c:9]2[n:10][nH:11][c:12]([CH:14]3[CH2:15][CH2:16]3)[cH:13]2)[n:7]1.[NH2:30][CH:31]([CH2:32][OH:33])[c:34]1[cH:35][cH:36][c:37]([F:40])[cH:38][cH:39]1>>[c:2]1([NH:30][CH:31]([CH2:32][OH:33])[c:34]2[cH:35][cH:36][c:37]([F:40])[cH:38][cH:39]2)[n:3][c:4]([CH3:20])[c:5]([N+:17](=[O:18])[O-:19])[c:6]([NH:8][c:9]2[n:10][nH:11][c:12]([CH:14]3[CH2:15][CH2:16]3)[cH:13]2)[n:7]1.